From a dataset of the Open Reaction Database (ORD), a public repository of structured organic reaction records. describe an organic reaction: reactants, conditions, products, and yield Starting materials: CC=1C=C2N=CC(=NC2=CC1C)C(=O)O (6,7-Dimethyl-2-quinoxalinecarboxylic acid), N,N'-carbonyldiimidazole, NC1=NN=NN1 (5Amino-1H-tetrazole). Run in CN(C=O)C (dimethylformamide). Product: CC=1C=C2N=CC(=NC2=CC1C)C(=O)NC1=NN=NN1 (6,7Dimethyl-N(1H-tetrazol-5-yl)-2-quinoxalinecarboxamide). As a reaction SMILES: [CH3:1][C:2]1[CH:3]=[C:4]2[C:9](=[CH:10][C:11]=1[CH3:12])[N:8]=[C:7]([C:13]([OH:15])=O)[CH:6]=[N:5]2.[NH2:16][C:17]1[NH:21][N:20]=[N:19][N:18]=1>CN(C)C=O>[CH3:1][C:2]1[CH:3]=[C:4]2[C:9](=[CH:10][C:11]=1[CH3:12])[N:8]=[C:7]([C:13]([NH:16][C:17]1[NH:21][N:20]=[N:19][N:18]=1)=[O:15])[CH:6]=[N:5]2. Procedure: 6,7-Dimethyl-2-quinoxalinecarboxylic acid (0.7 g) and N,N'-carbonyldiimidazole (0.84 g) in dimethylformamide (10 ml) were stirred and heated at 60° for 6 hours. 5Amino-1H-tetrazole (0.66 g) was added and the mixture was stirred and heated at 60° for a further 30 minutes. The solid was collected and dissolved in aqueous dimethylaminoethanol. Aqueous acetic acid was added and the solid was collected and dried. It had m.p. 304° (d) (46%).